Task: describe an organic reaction: reactants, conditions, products, and yield. Dataset: the Open Reaction Database (ORD), a public repository of structured organic reaction records The reactants are ClC1=CC=C(C=C1)C=1C=C(C=2N(C1)C(=CN2)C(=O)O)C (6-(4-chloro-phenyl)-8-methyl-imidazo[1,2-a]pyridine-3-carboxylic acid), ONC(C1=CC(=CC=C1)S(N)(=O)=O)=N (N-hydroxy-3-sulfamoyl-benzamidine). The product is ClC1=CC=C(C=C1)C=1C=C(C=2N(C1)C(=CN2)C2=NC(=NO2)C=2C=C(C=CC2)S(=O)(=O)N)C (3-{5-[6-(4-Chloro-phenyl)-8-methyl-imidazo[1,2-a]pyridin-3-yl]-[1,2,4]oxadiazol-3-yl}-benzenesulfonamide). As a reaction SMILES: [Cl:1][C:2]1[CH:7]=[CH:6][C:5]([C:8]2[CH:9]=[C:10]([CH3:20])[C:11]3[N:12]([C:14]([C:17]([OH:19])=O)=[CH:15][N:16]=3)[CH:13]=2)=[CH:4][CH:3]=1.O[NH:22][C:23](=[NH:34])[C:24]1[CH:29]=[CH:28][CH:27]=[C:26]([S:30](=[O:33])(=[O:32])[NH2:31])[CH:25]=1>>[Cl:1][C:2]1[CH:3]=[CH:4][C:5]([C:8]2[CH:9]=[C:10]([CH3:20])[C:11]3[N:12]([C:14]([C:17]4[O:19][N:34]=[C:23]([C:24]5[CH:25]=[C:26]([S:30]([NH2:31])(=[O:32])=[O:33])[CH:27]=[CH:28][CH:29]=5)[N:22]=4)=[CH:15][N:16]=3)[CH:13]=2)=[CH:6][CH:7]=1. Procedure: The title compound was prepared from 6-(4-chloro-phenyl)-8-methyl-imidazo[1,2-a]pyridine-3-carboxylic acid (example C.33) (143 mg, 0.5 mmol) and N-hydroxy-3-sulfamoyl-benzamidine [CAS-No. 9000-88-7] (161 mg, 0.75 mmol) according to general procedure II. Obtained after trituration with water and further purification by crystallization (MeOH/diethyl ether) as an off-white solid (152 mg, 65%). MS (EI) 465.1 [(M)+]; mp 301° C.